This data is from the Open Reaction Database (ORD), a public repository of structured organic reaction records. The task is: describe an organic reaction: reactants, conditions, products, and yield Reactants: CC(C)(C)OC(=O)N1CCCC1C=O, C1CCOC1, CCCCCC, CCOC(C)=O, CCOC(=O)CP(=O)(OCC)OCC, CCOC(C)=O, [H-], [Na+]. Yields the product CCOC(=O)C=CC1CCCN1C(=O)OC(C)(C)C. Reaction SMILES: [C:17]([CH3:18])([CH3:19])([CH3:20])[O:21][C:22](=[O:23])[N:24]1[CH:25]([CH:29]=[O:30])[CH2:26][CH2:27][CH2:28]1.[CH2:43]1[O:44][CH2:45][CH2:46][CH2:47]1.[CH3:31][CH2:32][CH2:33][CH2:34][CH2:35][CH3:36].[CH3:37][CH2:38][O:39][C:40]([CH3:41])=[O:42].[CH3:3][CH2:4][O:5][C:6](=[O:7])[CH2:8][P:9]([O:10][CH2:11][CH3:12])([O:13][CH2:14][CH3:15])=[O:16].[CH3:48][CH2:49][O:50][C:51]([CH3:52])=[O:53].[H-:2].[Na+:1]>>[CH3:3][CH2:4][O:5][C:6](=[O:7])[CH:8]=[CH:29][CH:25]1[N:24]([C:22]([O:21][C:17]([CH3:18])([CH3:19])[CH3:20])=[O:23])[CH2:28][CH2:27][CH2:26]1. Starting materials: CC1=CC=C(C=N1)CCC(=O)OCC (ethyl 3-(6-methyl-3-pyridyl)-propionate), [Na] (sodium), C(=O)OCC (ethyl formate), NC(=S)N (thiourea). Product: CC1=CC=C(C=N1)CC=1C(NC(NC1)=S)=O (5-(6-methyl-3-pyridylmethyl)-2-thiouracil). Reaction SMILES: [CH3:1][C:2]1[N:7]=[CH:6][C:5]([CH2:8][CH2:9][C:10]([O:12]CC)=O)=[CH:4][CH:3]=1.[Na].[CH:16](OCC)=O.[NH2:21][C:22]([NH2:24])=[S:23]>>[CH3:1][C:2]1[N:7]=[CH:6][C:5]([CH2:8][C:9]2[C:10](=[O:12])[NH:21][C:22](=[S:23])[NH:24][CH:16]=2)=[CH:4][CH:3]=1 |^1:14|. Reported procedure: 3-(6-Methyl-3-pyridyl)propenoic acid, m.p. 213.5-215.5°, was prepared by reacting 6-methylpyridine-3-carboxaldehyde with malonic acid in pyridine with piperidine catalyst, and was converted into the corresponding ethyl ester m.p. 36°-37° which was reduced with hydrogen and palladium-on-charcoal catalyst to give ethyl 3-(6-methyl-3-pyridyl)-propionate (oil). This ester was reacted with sodium and ethyl formate and the product treated with thiourea to give 5-(6-methyl-3-pyridylmethyl)-2-thiouracil... The reactants are O=C([O-])O, CCC1=C(c2ccc(F)cc2)CN(c2ccc(OC)cc2)C1=O, CC#N, [NH4+], [Na+], [Na+], [Na+], O=[N+]([O-])[O-], O, O=S([O-])[O-]. The product is CCC1=C(c2ccc(F)cc2)CNC1=O. RXN SMILES: [C:35](=[O:36])([OH:37])[O-:38].[CH2:6]([CH3:7])[C:8]1=[C:12]([c:13]2[cH:14][cH:15][c:16]([F:19])[cH:17][cH:18]2)[CH2:11][N:10]([c:20]2[cH:21][cH:22][c:23]([O:24][CH3:25])[cH:26][cH:27]2)[C:9]1=[O:28].[CH3:41][C:42]#[N:43].[NH4+:1].[Na+:33].[Na+:34].[Na+:39].[O-:2][N+:3](=[O:4])[O-:5].[OH2:40].[S:29]([O-:30])([O-:31])=[O:32]>>[CH2:6]([CH3:7])[C:8]1=[C:12]([c:13]2[cH:14][cH:15][c:16]([F:19])[cH:17][cH:18]2)[CH2:11][NH:10][C:9]1=[O:28]. The reactants are BrBr (bromine), C(=O)([O-])[O-].[Na+].[Na+] (Na2CO3), BrBr (bromine), NC1=NC=CC=C1C(=O)C=1C=NC=CC1 ((2-Amino-pyridin-3-yl)-pyridin-3-yl-methanone), C(=O)([O-])[O-].[Na+].[Na+] (Na2CO3), CO (methanol). Run in C(C)(=O)O (acetic acid), C(C)(=O)O (acetic acid), C(C)(=O)O (acetic acid). Run at time 2 hour. Product: NC1=NC=C(C=C1C(=O)C=1C=NC=CC1)Br ((2-Amino-5-bromo-pyridin-3-yl)-pyridin-3-yl-methanone). Reaction SMILES: [NH2:1][C:2]1[C:7]([C:8]([C:10]2[CH:11]=[N:12][CH:13]=[CH:14][CH:15]=2)=[O:9])=[CH:6][CH:5]=[CH:4][N:3]=1.C([O-])([O-])=O.[Na+].[Na+].[Br:22]Br.CO>C(O)(=O)C>[NH2:1][C:2]1[C:7]([C:8]([C:10]2[CH:11]=[N:12][CH:13]=[CH:14][CH:15]=2)=[O:9])=[CH:6][C:5]([Br:22])=[CH:4][N:3]=1 |f:1.2.3|. Reported procedure: (2-Amino-pyridin-3-yl)-pyridin-3-yl-methanone (0.13 g, 0.65 mmol) is dissolved in glacial acetic acid (6 ml). Na2CO3 (0.075 g, 0.72 mmol) is added. After evolution of gas has finished, a solution of bromine (0.025 ml, 0.49 mmol) in acetic acid (3 ml) is added dropwise. Na2CO3 (0.075 g, 0.72 mmol) is added, followed by a second solution of bromine (0.025 ml, 0.49 mmol) in acetic acid (3 ml). The resulting yellow suspension is left to stir for 2 hour. The reaction is quenched by pouring onto ice w... The reactants are ClCCCl, CN(C)C(C(=O)O)c1ccsc1, CN(C)c1ccncc1, Cc1cc(N)ccc1C(N)=O, [Na+], O=C([O-])O, c1ccncc1. Product: Cc1cc(NC(=O)C(c2ccsc2)N(C)C)ccc1C(N)=O. As a reaction SMILES: [CH2:13]([Cl:14])[CH2:15][Cl:16].[CH3:1][N:2]([CH:3]([C:4](=[O:5])[OH:6])[c:7]1[cH:8][s:9][cH:10][cH:11]1)[CH3:12].[CH3:39][N:40]([c:41]1[cH:42][cH:43][n:44][cH:45][cH:46]1)[CH3:47].[NH2:17][c:18]1[cH:19][c:20]([CH3:27])[c:21]([C:22](=[O:23])[NH2:24])[cH:25][cH:26]1.[Na+:32].[O-:28][C:29]([OH:30])=[O:31].[cH:33]1[cH:34][cH:35][n:36][cH:37][cH:38]1>>[CH3:1][N:2]([CH:3]([C:4](=[O:6])[NH:17][c:18]1[cH:19][c:20]([CH3:27])[c:21]([C:22](=[O:23])[NH2:24])[cH:25][cH:26]1)[c:7]1[cH:8][s:9][cH:10][cH:11]1)[CH3:12]. Solvent: CN(C)C=O (DMF). Starting materials: [I-].[K+] (potassium iodide), BrCCC1=CC=C(C=C1)NS(=O)(=O)C (N-[4-(2-bromoethyl)phenyl]methanesulfonamide), C(C)NCCCCCCC (ethylheptylamine). As a reaction SMILES: [I-].[K+].Br[CH2:4][CH2:5][C:6]1[CH:11]=[CH:10][C:9]([NH:12][S:13]([CH3:16])(=[O:15])=[O:14])=[CH:8][CH:7]=1.[CH2:17]([NH:19][CH2:20][CH2:21][CH2:22][CH2:23][CH2:24][CH2:25][CH3:26])[CH3:18]>CN(C=O)C>[CH2:17]([N:19]([CH2:20][CH2:21][CH2:22][CH2:23][CH2:24][CH2:25][CH3:26])[CH2:4][CH2:5][C:6]1[CH:11]=[CH:10][C:9]([NH:12][S:13]([CH3:16])(=[O:15])=[O:14])=[CH:8][CH:7]=1)[CH3:18] |f:0.1|. The product is C(C)N(CCC1=CC=C(C=C1)NS(=O)(=O)C)CCCCCCC (N-[4-[2-(ethylheptylamino)ethyl]phenyl]methanesulfonamide). Procedure details: A mixture of potassium iodide (4.15 g, 0.025 mol), N-[4-(2-bromoethyl)phenyl]methanesulfonamide as prepared in Preparation 5 above (7.0 g, 0.025 mol), ethylheptylamine (7.16 g, 0.05 mol) and 120 ml of DMF, under N2, is allowed to stir at ambient temperature. After 18 hours the reaction mixture is concentrated under reduced pressure and the residue is combined with cold dilute NaOH. The alkaline mixture is extracted with Et2O, neutralized to pH 7 with dilute HCl and extracted with CH2Cl2. The CH2... The reactants are CS(=O)(=O)Cl (methanesulphonyl chloride), C(C1=CC=CC=C1)[C@@H]1NC(O[C@@H]1CO)=O ((4S,5S)-4-benzyl-5-hydroxymethyl-oxazolidin-2-one), C(=O)(O)[O-].[Na+] (NaHCO3), C(C)(=O)OCC (ethyl acetate). Solvent: CC(=O)C (acetone), CC(=O)C (acetone), CN1CCOCC1 (N-methylmorpholine), CN1CCOCC1 (N-methylmorpholine). Run at temperature 25 celsius, time 3 hour. Product: C(C1=CC=CC=C1)[C@@H]1NC(O[C@@H]1COS(=O)(=O)C)=O (methanesulphonic acid (4S,5S)-4-benzyl-2-oxo-oxazolidin-5-ylmethyl ester). Isolated yield 100.0%. RXN SMILES: [CH3:1][S:2](Cl)(=[O:4])=[O:3].[CH2:6]([C@H:13]1[C@@H:17]([CH2:18][OH:19])[O:16][C:15](=[O:20])[NH:14]1)[C:7]1[CH:12]=[CH:11][CH:10]=[CH:9][CH:8]=1.C([O-])(O)=O.[Na+].C(OCC)(=O)C>CC(C)=O.CN1CCOCC1>[CH2:6]([C@H:13]1[C@@H:17]([CH2:18][O:19][S:2]([CH3:1])(=[O:4])=[O:3])[O:16][C:15](=[O:20])[NH:14]1)[C:7]1[CH:8]=[CH:9][CH:10]=[CH:11][CH:12]=1 |f:2.3|. Procedure: A solution of 4.7 ml of methanesulphonyl chloride in 10 ml of acetone is added at 25° C. to a suspension of 10.4 g of the alcohol from Example 8 in 20 ml of acetone and 6.1 ml of N-methylmorpholine and the suspension is stirred at 25° C. for 3 hours. A further 1.1 ml of N-methylmorpholine are added and the mixture is stirred for 1 hour. The suspension is shaken with 80 ml of semi-saturated NaHCO3 solution and ethyl acetate and the separated aqueous phase is extracted with ethyl acetate. The ethy...